Dataset: the Open Reaction Database (ORD), a public repository of structured organic reaction records. Task: describe an organic reaction: reactants, conditions, products, and yield Reactants: C(C)OC(=O)C=1N=C(C2=CC(=CC=C2C1O)Br)C#N (7-Bromo-1-cyano-4-hydroxy-isoquinoline-3-carboxylic acid ethyl ester), FC1=CC=C(C(=O)N)C=C1 (4-fluorobenzamide). The product is C(C)OC(=O)C=1N=C(C2=CC(=CC=C2C1O)NC(C1=CC=C(C=C1)F)=O)C#N (1-Cyano-7-(4-fluoro-benzoylamino)-4-hydroxy-isoquinoline-3-carboxylic acid ethyl ester). Reaction SMILES: [CH2:1]([O:3][C:4]([C:6]1[N:7]=[C:8]([C:18]#[N:19])[C:9]2[C:14]([C:15]=1[OH:16])=[CH:13][CH:12]=[C:11](Br)[CH:10]=2)=[O:5])[CH3:2].[F:20][C:21]1[CH:29]=[CH:28][C:24]([C:25]([NH2:27])=[O:26])=[CH:23][CH:22]=1>>[CH2:1]([O:3][C:4]([C:6]1[N:7]=[C:8]([C:18]#[N:19])[C:9]2[C:14]([C:15]=1[OH:16])=[CH:13][CH:12]=[C:11]([NH:27][C:25](=[O:26])[C:24]1[CH:28]=[CH:29][C:21]([F:20])=[CH:22][CH:23]=1)[CH:10]=2)=[O:5])[CH3:2]. Reported procedure: 1-Cyano-7-(4-fluoro-benzoylamino)-4-hydroxy-isoquinoline-3-carboxylic acid ethyl ester was prepared from 7-Bromo-1-cyano-4-hydroxy-isoquinoline-3-carboxylic acid ethyl ester under conditions analogous to Example 116(a) using 4-fluorobenzamide. 1H NMR (200 MHz, DMSO): δ ppm=10.85 (s, 1H), 8.83 (s, 1H), 8.39 (m, 2H), 8.11 (m, 2H), 7.37 (m, 3H) 4.49 (q, 2H), 1.41 (t, 3H.) Reactants: BrC1=C(C=C(C(=C1)OC)OC(C)C)C(C)=O (2′-Bromo-5′-isopropoxy-4′-methoxyacetophenone), [Al+3].[Cl-].[Cl-].[Cl-] (AlCl3). Solvent: C(Cl)Cl (CH2Cl2). Reaction conditions: temperature 18 celsius, time 2 hour. Yields the product BrC1=C(C=C(C(=C1)OC)O)C(C)=O (2′-Bromo-5′-hydroxy-4′-methoxyacetophenone). Yield: 98.0%. As a reaction SMILES: [Br:1][C:2]1[CH:7]=[C:6]([O:8][CH3:9])[C:5]([O:10]C(C)C)=[CH:4][C:3]=1[C:14](=[O:16])[CH3:15].[Al+3].[Cl-].[Cl-].[Cl-]>C(Cl)Cl>[Br:1][C:2]1[CH:7]=[C:6]([O:8][CH3:9])[C:5]([OH:10])=[CH:4][C:3]=1[C:14](=[O:16])[CH3:15] |f:1.2.3.4|. Reported procedure: A solution of ketone 38 (220 mg, 0.766 mmol) in dry CH2Cl2 (2.0 mL) was treated with AlCl3 (306 mg, 2.29 mmol) and the resulting mixture stirred at 18° C. under a nitrogen atmosphere for 2 h. The ensuing mixture was partitioned between H2O (5 mL) and CH2Cl2 (5 mL) then the separated aqueous phase extracted with CH2Cl2 (1×15 mL). The combined organic fractions were dried (MgSO4), filtered and concentrated under reduced pressure and the ensuing residue subjected to flash chromatography (15:85 v/v ... Reactants: Cc1cc(O)nc(C=Cc2cccs2)n1, O=P(Cl)(Cl)Cl. Yields the product Cc1cc(Cl)nc(C=Cc2cccs2)n1. Reaction SMILES: [CH3:1][c:2]1[cH:3][c:4]([OH:15])[n:5][c:6]([CH:8]=[CH:9][c:10]2[s:11][cH:12][cH:13][cH:14]2)[n:7]1.[P:16]([Cl:17])([Cl:18])([Cl:19])=[O:20]>>[CH3:1][c:2]1[cH:3][c:4]([Cl:18])[n:5][c:6]([CH:8]=[CH:9][c:10]2[s:11][cH:12][cH:13][cH:14]2)[n:7]1. Starting materials: CC2(C)COB(c1ccccc1)OC2 (effective_coupling_partner), CCN(CC)C(=O)Oc2ccc1ccccc1c2 (substrate). Reagents/catalysts: PCy3. Reaction conditions: temperature 120 celsius, time 24 hour. Yields the product c3ccc(c2ccc1ccccc1c2)cc3. The reactants are C(O)CN.[K] (ethanolamine potassium), tallow acid, C(O)CN (ethanolamine), C([O-])([O-])=O.[K+].[K+] (potassium carbonate). The solvent is O (water). Product: C(O)CN.C([O-])([O-])=O.[K+].[K+] (Ethanolamine Potassium Carbonate). As a reaction SMILES: [CH2:1]([CH2:3][NH2:4])[OH:2].[K].C(CN)O.[C:10](=[O:13])([O-:12])[O-:11].[K+:14].[K+]>O>[CH2:1]([CH2:3][NH2:4])[OH:2].[C:10](=[O:11])([O-:13])[O-:12].[K+:14].[K+:14] |f:0.1,3.4.5,7.8.9.10,^1:4|. Procedure details: A mixed ethanolamine-potassium viscoelastic surfactant suspension was generated by adding 40 grams of tallow acid (product T1 from Procter and Gamble) to 6.5 grams of ethanolamine and 40 grams of potassium carbonate in sufficient water to yield one litre of product. FIG. 6 shows the shear viscosity of the surfactant suspension for shear rates in the range from 0.1 s−1 to 100 s−1 at temperatures from 25 to 100° C. The viscosity of the suspension increased on heating up to 60° C. as the surfactant... Reactants: C(C)(C)(C)OC(=O)N1CCC(CC1)NS(=O)(=O)C1=C(C=C(C=C1)Cl)N (4-(2-Amino-4-chloro-benzenesulfonylamino)-piperidine-1-carboxylic acid tert-butyl ester), BrC1(C(NC2=CC(=CC=C12)Cl)=O)CC1=CC(=CC=C1)Cl (rac-3-bromo-6-chloro-3-(3-chloro-benzyl)-1,3-dihydro-indol-2-one), C(=O)([O-])[O-].[K+].[K+] (K2CO3). Run in C(Cl)Cl (DCM). Conditions: time 8 hour. Yields the product C(C)(C)(C)OC(=O)N1CCC(CC1)NS(=O)(=O)C1=C(C=C(C=C1)Cl)NC1(C(NC2=CC(=CC=C12)Cl)=O)CC1=CC(=CC=C1)Cl (rac-4-{4-Chloro-2-[6-chloro-3-(3-chloro-benzyl)-2-oxo-2,3-dihydro-1H-indol-3-ylamino]-benzenesulfonylamino}-piperidine-1-carboxylic acid tert-butyl ester). The yield is 63.4%. As a reaction SMILES: [C:1]([O:5][C:6]([N:8]1[CH2:13][CH2:12][CH:11]([NH:14][S:15]([C:18]2[CH:23]=[CH:22][C:21]([Cl:24])=[CH:20][C:19]=2[NH2:25])(=[O:17])=[O:16])[CH2:10][CH2:9]1)=[O:7])([CH3:4])([CH3:3])[CH3:2].Br[C:27]1([CH2:38][C:39]2[CH:44]=[CH:43][CH:42]=[C:41]([Cl:45])[CH:40]=2)[C:35]2[C:30](=[CH:31][C:32]([Cl:36])=[CH:33][CH:34]=2)[NH:29][C:28]1=[O:37].C([O-])([O-])=O.[K+].[K+]>C(Cl)Cl>[C:1]([O:5][C:6]([N:8]1[CH2:13][CH2:12][CH:11]([NH:14][S:15]([C:18]2[CH:23]=[CH:22][C:21]([Cl:24])=[CH:20][C:19]=2[NH:25][C:27]2([CH2:38][C:39]3[CH:44]=[CH:43][CH:42]=[C:41]([Cl:45])[CH:40]=3)[C:35]3[C:30](=[CH:31][C:32]([Cl:36])=[CH:33][CH:34]=3)[NH:29][C:28]2=[O:37])(=[O:16])=[O:17])[CH2:10][CH2:9]1)=[O:7])([CH3:4])([CH3:2])[CH3:3] |f:2.3.4|. Procedure: The mixture of 4-(2-Amino-4-chloro-benzenesulfonylamino)-piperidine-1-carboxylic acid tert-butyl ester (20 mg, 0.051 mmol), rac-3-bromo-6-chloro-3-(3-chloro-benzyl)-1,3-dihydro-indol-2-one (30 mg, 0.081 mmol) and K2CO3 (30 mg, 0.22 mmol) in DCM (1 mL) was stirred at room temperature overnight. The mixture was purified by column chromatography to give 22 mg rac-4-{4-Chloro-2-[6-chloro-3-(3-chloro-benzyl)-2-oxo-2,3-dihydro-1H-indol-3-ylamino]-benzenesulfonylamino}-piperidine-1-carboxylic acid tert...